Dataset: the Open Reaction Database (ORD), a public repository of structured organic reaction records. Task: describe an organic reaction: reactants, conditions, products, and yield Reactants: CN(C)C=O, O=C1CCC(=O)N1Cl, O=Cc1cccn1-c1ncccc1Cl, O. Reaction SMILES: [CH3:24][N:25]([CH3:26])[CH:27]=[O:28].[Cl:15][N:16]1[C:17](=[O:18])[CH2:19][CH2:20][C:21]1=[O:22].[Cl:1][c:2]1[c:3](-[n:8]2[c:9]([CH:13]=[O:14])[cH:10][cH:11][cH:12]2)[n:4][cH:5][cH:6][cH:7]1.[OH2:23]>>[Cl:1][c:2]1[c:3](-[n:8]2[c:9]([CH:13]=[O:14])[cH:10][c:11]([Cl:15])[cH:12]2)[n:4][cH:5][cH:6][cH:7]1. Product: O=Cc1cc(Cl)cn1-c1ncccc1Cl. Starting materials: NC=1SC(=CC1C(=O)N)C1=C(C=C(C=C1)C(C)(C)O)F (2-amino-5-[2-fluoro-4-(1-hydroxy-1-methylethyl)phenyl]thiophene-3-carboxamide), BrC1=NC(=CC=C1)C=1C=NNC1 (2-bromo-6-(1H-pyrazol-4-yl)pyridine). The product is FC1=C(C=CC(=C1)C(C)(C)O)C1=CC(=C(S1)NC1=NC(=CC=C1)C=1C=NNC1)C(=O)N (5-[2-Fluoro-4-(1-hydroxy-1-methylethyl)phenyl]-2-{[6-(1H-pyrazol-4-yl)pyridin-2-yl]amino}thiophene-3-carboxamide). As a reaction SMILES: [NH2:1][C:2]1[S:3][C:4]([C:10]2[CH:15]=[CH:14][C:13]([C:16]([OH:19])([CH3:18])[CH3:17])=[CH:12][C:11]=2[F:20])=[CH:5][C:6]=1[C:7]([NH2:9])=[O:8].Br[C:22]1[CH:27]=[CH:26][CH:25]=[C:24]([C:28]2[CH:29]=[N:30][NH:31][CH:32]=2)[N:23]=1>>[F:20][C:11]1[CH:12]=[C:13]([C:16]([OH:19])([CH3:17])[CH3:18])[CH:14]=[CH:15][C:10]=1[C:4]1[S:3][C:2]([NH:1][C:22]2[CH:27]=[CH:26][CH:25]=[C:24]([C:28]3[CH:29]=[N:30][NH:31][CH:32]=3)[N:23]=2)=[C:6]([C:7]([NH2:9])=[O:8])[CH:5]=1. Reported procedure: The title compound was prepared as described in Example 1 using 2-amino-5-[2-fluoro-4-(1-hydroxy-1-methylethyl)phenyl]thiophene-3-carboxamide (77 mg, 0.26 mmol) and 2-bromo-6-(1H-pyrazol-4-yl)pyridine (59 mg, 0.262 mmol) as starting materials. The reactants are Cc1cc(CBr)ccc1Br, ClCCl, N#C[K], O. Yields the product Cc1cc(CC#N)ccc1Br. Reaction SMILES: [Br:1][c:2]1[c:3]([CH3:10])[cH:4][c:5]([CH2:8][Br:9])[cH:6][cH:7]1.[Cl:14][CH2:15][Cl:16].[K:11][C:12]#[N:13].[OH2:17]>>[Br:1][c:2]1[c:3]([CH3:10])[cH:4][c:5]([CH2:8][C:12]#[N:13])[cH:6][cH:7]1. The product is BrC1=C2C(NC=NC2=C(C(=C1)C)[N+](=O)[O-])=O (5-bromo-7-methyl-8-nitroquinazolin-4(3H)-one). Reaction conditions: time 12 hour. Reactants: [N+](=O)(O)[O-] (HNO3), BrC1=C2C(NC=NC2=CC(=C1)C)=O (5-bromo-7-methylquinazolin-4(3H)-one). As a reaction SMILES: [Br:1][C:2]1[CH:11]=[C:10]([CH3:12])[CH:9]=[C:8]2[C:3]=1[C:4](=[O:13])[NH:5][CH:6]=[N:7]2.[N+:14]([O-])([OH:16])=[O:15]>OS(O)(=O)=O>[Br:1][C:2]1[CH:11]=[C:10]([CH3:12])[C:9]([N+:14]([O-:16])=[O:15])=[C:8]2[C:3]=1[C:4](=[O:13])[NH:5][CH:6]=[N:7]2. Solvent: OS(=O)(=O)O (H2SO4). Procedure: To a solution of 5-bromo-7-methylquinazolin-4(3H)-one (700 mg, 2.94 mmol) in cone. H2SO4 (10 mL) was added fuming HNO3 (185 μL, 2.94 mmol) at 0° C. and then the reaction mixture was stirred at rt for 12 h. Then the reaction mixture was quenched with water and the precipitate obtained was filtered and dried to afford 500 mg of the title product. 1H NMR (300 MHz, DMSO-d6): δ 12.80 (br s, 1H), 8.40 (s, 1H), 8.24 (s, 1H), 2.41 (s, 3H). Yield: 59.9%. Starting materials: C(C)(C)(C)O[C@H](C(=O)OCC)C1=C(C2=C(N=C(S2)C2=CC3=C(N(N=N3)C)C=C2)C=C1C)C1=CC=C(C=C1)Cl ((S)-ethyl 2-tert-butoxy-2-(7-(4-chlorophenyl)-5-methyl-2-(1-methyl-1H-benzo[d][1,2,3]triazol-5-yl)benzo[d]thiazol-6-yl)acetate), CC=1N=C(N2C1C=C(C=C2)B2OC(C(O2)(C)C)(C)C)C (1,3-dimethyl-7-(4,4,5,5-tetramethyl-1,3,2-dioxaborolan-2-yl)imidazo[1,5-a]pyridine). Product: C(C)(C)(C)O[C@H](C(=O)OCC)C1=C(C2=C(N=C(S2)C2=CC=3N(C=C2)C(=NC3C)C)C=C1C)C1=CC=C(C=C1)Cl ((S)-ethyl 2-tert-butoxy-2-(7-(4-chlorophenyl)-2-(1,3-dimethylimidazo[1,5-a]pyridin-7-yl)-5-methylbenzo[d]thiazol-6-yl)acetate). As a reaction SMILES: [C:1]([O:5][C@@H:6]([C:12]1[C:30]([CH3:31])=[CH:29][C:15]2[N:16]=[C:17](C3C=CC4N(C)N=NC=4C=3)[S:18][C:14]=2[C:13]=1[C:32]1[CH:37]=[CH:36][C:35]([Cl:38])=[CH:34][CH:33]=1)[C:7]([O:9][CH2:10][CH3:11])=[O:8])([CH3:4])([CH3:3])[CH3:2].[CH3:39][C:40]1[N:41]=[C:42]([CH3:58])[N:43]2[CH:48]=[CH:47][C:46](B3OC(C)(C)C(C)(C)O3)=[CH:45][C:44]=12>>[C:1]([O:5][C@@H:6]([C:12]1[C:30]([CH3:31])=[CH:29][C:15]2[N:16]=[C:17]([C:46]3[CH:47]=[CH:48][N:43]4[C:42]([CH3:58])=[N:41][C:40]([CH3:39])=[C:44]4[CH:45]=3)[S:18][C:14]=2[C:13]=1[C:32]1[CH:33]=[CH:34][C:35]([Cl:38])=[CH:36][CH:37]=1)[C:7]([O:9][CH2:10][CH3:11])=[O:8])([CH3:2])([CH3:3])[CH3:4]. Procedure: Prepared in manner similar to (S)-ethyl 2-tert-butoxy-2-(7-(4-chlorophenyl)-5-methyl-2-(1-methyl-1H-benzo[d][1,2,3]triazol-5-yl)benzo[d]thiazol-6-yl)acetate, but using 1,3-dimethyl-7-(4,4,5,5-tetramethyl-1,3,2-dioxaborolan-2-yl)imidazo[1,5-a]pyridine instead of 1-methyl-5-(4,4,5,5-tetramethyl-1,3,2-dioxaborolan-2-yl)-1H-benzo[d][1,2,3]triazole. 1H NMR (400 MHz, CDCl3) δ 7.94 (s, 1H), 7.82 (s, 1H), 7.61 (d, J=7.6 Hz, 1H), 7.51 (dt, J=14.3, 7.8 Hz, 5H), 5.15 (s, 1H), 4.21 (dd, J=5.9, 3.5 Hz, 2H), ... Reactants: FC1=C(CN2C=C(C=3C2=CN=C(C3)C(=O)O)CN3CCN(CC3)C)C=CC(=C1)F (1-(2,4-difluorobenzyl)-3-[(4-methylpiperazin-1-yl)methyl]-1H-pyrrolo[2,3-c]pyridine-5-carboxylic acid), Cl.CON (O-methylhydroxylamine hydrochloride). Product: FC1=C(CN2C=C(C=3C2=CN=C(C3)C(=O)NOC)CN3CCN(CC3)C)C=CC(=C1)F (1-(2,4-Difluorobenzyl)-N-methoxy-3-[(4-methylpiperazin-1-yl)methyl]-1H-pyrrolo[2,3-c]pyridine-5-carboxamide). As a reaction SMILES: [F:1][C:2]1[CH:28]=[C:27]([F:29])[CH:26]=[CH:25][C:3]=1[CH2:4][N:5]1[C:9]2=[CH:10][N:11]=[C:12]([C:14]([OH:16])=O)[CH:13]=[C:8]2[C:7]([CH2:17][N:18]2[CH2:23][CH2:22][N:21]([CH3:24])[CH2:20][CH2:19]2)=[CH:6]1.Cl.[CH3:31][O:32][NH2:33]>>[F:1][C:2]1[CH:28]=[C:27]([F:29])[CH:26]=[CH:25][C:3]=1[CH2:4][N:5]1[C:9]2=[CH:10][N:11]=[C:12]([C:14]([NH:33][O:32][CH3:31])=[O:16])[CH:13]=[C:8]2[C:7]([CH2:17][N:18]2[CH2:19][CH2:20][N:21]([CH3:24])[CH2:22][CH2:23]2)=[CH:6]1 |f:1.2|. Procedure details: The title compound was prepared by coupling of 1-(2,4-difluorobenzyl)-3-[(4-methylpiperazin-1-yl)methyl]-1H-pyrrolo[2,3-c]pyridine-5-carboxylic acid and O-methylhydroxylamine hydrochloride in analogy to step 2 of example 17. 1H NMR (MeOH-d4) δ 8.77 (s, 1H), 8.43 (s, 1H), 7.59 (s, 1H), 7.27-7.03 (m, 1H) 7.01-6.93 (m, 2H), 5.55 (s, 2H), 3.82 (s, 5H), 2.82 (m, 4H), 2.66 (m, 4H), 2.50 (s, 3H). LCMS (APCI, M+H+): 430.2. Anal. (C22H22F2N5O3×1.5H2O×0.8AcOH)C, H, N. The reactants are O=C(Cl)c1ccc(C(F)(F)F)cc1, CCOC(=N)N1Cc2ccccc2-c2ccccc2C1. The product is CCOC(=NC(=O)c1ccc(C(F)(F)F)cc1)N1Cc2ccccc2-c2ccccc2C1. Reaction SMILES: [F:21][C:22]([c:23]1[cH:24][cH:25][c:26]([C:27](=[O:28])[Cl:29])[cH:30][cH:31]1)([F:32])[F:33].[cH:1]1[cH:2][cH:3][cH:4][c:5]2[c:11]1-[c:10]1[c:9]([cH:15][cH:14][cH:13][cH:12]1)[CH2:8][N:7]([C:16]([O:17][CH2:18][CH3:19])=[NH:20])[CH2:6]2>>[cH:1]1[cH:2][cH:3][cH:4][c:5]2[c:11]1-[c:10]1[c:9]([cH:15][cH:14][cH:13][cH:12]1)[CH2:8][N:7]([C:16]([O:17][CH2:18][CH3:19])=[N:20][C:27]([c:26]1[cH:25][cH:24][c:23]([C:22]([F:21])([F:32])[F:33])[cH:31][cH:30]1)=[O:28])[CH2:6]2.